From a dataset of the Open Reaction Database (ORD), a public repository of structured organic reaction records. describe an organic reaction: reactants, conditions, products, and yield The reactants are O=C(CP(OCC)(OCC)=O)C1=CC=CC=C1 (Diethyl (2-oxo-2-phenylethyl)phosphonate), [H-].[Na+] (sodium hydride), C(C1=CC=CC=C1)OC(=O)N1CCC(CC1)C=O (1-(benzyloxycarbonyl)-4-piperidinecarboxaldehyde). The solvent is C1CCOC1 (THF), C1CCOC1 (THF), C1CCOC1 (THF). Run at time 15 minute. Product: C(C1=CC=CC=C1)OC(=O)N1CCC(CC1)C=CC(C1=CC=CC=C1)=O (1-(Benzyloxycarbonyl)-4-(3-oxo-3-phenylprop-1-en-1-yl)piperidine). Isolated yield 80.0%. RXN SMILES: [O:1]=[C:2]([C:12]1[CH:17]=[CH:16][CH:15]=[CH:14][CH:13]=1)[CH2:3]P(=O)(OCC)OCC.[H-].[Na+].[CH2:20]([O:27][C:28]([N:30]1[CH2:35][CH2:34][CH:33]([CH:36]=O)[CH2:32][CH2:31]1)=[O:29])[C:21]1[CH:26]=[CH:25][CH:24]=[CH:23][CH:22]=1>C1COCC1>[CH2:20]([O:27][C:28]([N:30]1[CH2:35][CH2:34][CH:33]([CH:36]=[CH:3][C:2](=[O:1])[C:12]2[CH:13]=[CH:14][CH:15]=[CH:16][CH:17]=2)[CH2:32][CH2:31]1)=[O:29])[C:21]1[CH:22]=[CH:23][CH:24]=[CH:25][CH:26]=1 |f:1.2|. Procedure details: Diethyl (2-oxo-2-phenylethyl)phosphonate (0.96 mL, 1.1 g, 4.4 mmol) was added in one portion to a stirred suspension of sodium hydride (60% oil dispersion, 158 mg, 3.95 mmol) in THF (20 mL). After 15 min. at rt, the clear solution was cooled in an ice bath and 1-(benzyloxycarbonyl)-4-piperidinecarboxaldehyde (840 mg, 3.40 mmol) was added in THF (1.0 mL) with additional THF (2×1.0 mL) for rinsing. Stirring was continued for a total of 2 h, with slow warming to rt. The mixture was then partitioned... Reactants: CC(Br)CCNC(=O)Nc1ccc(F)cc1, CC(C)(C)[O-], CN(C)C=O, [K+]. Product: CC1CCNC(=O)N1c1ccc(F)cc1. Reaction SMILES: [Br:1][CH:2]([CH2:3][CH2:4][NH:5][C:6](=[O:7])[NH:8][c:9]1[cH:10][cH:11][c:12]([F:15])[cH:13][cH:14]1)[CH3:16].[CH3:17][C:18]([CH3:19])([O-:20])[CH3:21].[CH3:23][N:24]([CH3:25])[CH:26]=[O:27].[K+:22]>>[CH:2]1([CH3:16])[CH2:3][CH2:4][NH:5][C:6](=[O:7])[N:8]1[c:9]1[cH:10][cH:11][c:12]([F:15])[cH:13][cH:14]1. Starting materials: CCO, CCCC(C)(C)CC(=O)OCC, [Na+], [OH-]. Yields the product CCCC(C)(C)CC(=O)O. As a reaction SMILES: [CH2:15]([OH:16])[CH3:17].[CH3:1][C:2]([CH2:3][C:4](=[O:5])[O:6][CH2:7][CH3:8])([CH2:9][CH2:10][CH3:11])[CH3:12].[Na+:14].[OH-:13]>>[CH3:1][C:2]([CH2:3][C:4](=[O:5])[OH:6])([CH2:9][CH2:10][CH3:11])[CH3:12]. Reactants: O=C1CCC(=O)N1Br, ClC(Cl)Cl, Cc1cccc(OC(F)(F)C(F)F)c1, CC(C)(C#N)N=NC(C)(C)C#N, O. Product: FC(F)C(F)(F)Oc1cccc(CBr)c1. RXN SMILES: [Br:15][N:16]1[C:17](=[O:18])[CH2:19][CH2:20][C:21]1=[O:22].[CH:36]([Cl:37])([Cl:38])[Cl:39].[F:1][C:2]([CH:3]([F:4])[F:5])([O:6][c:7]1[cH:8][c:9]([CH3:13])[cH:10][cH:11][cH:12]1)[F:14].[N:23]([C:24]([CH3:25])([CH3:26])[C:27]#[N:28])=[N:29][C:30]([CH3:31])([CH3:32])[C:33]#[N:34].[OH2:35]>>[F:1][C:2]([CH:3]([F:4])[F:5])([O:6][c:7]1[cH:8][c:9]([CH2:13][Br:15])[cH:10][cH:11][cH:12]1)[F:14]. The reactants are [C-]#N, [C-]#N, C1=CNc2ccccc2C=C1, CN(C)C=O, [Zn+2], c1ccc(P(c2ccccc2)(c2ccccc2)[Pd](P(c2ccccc2)(c2ccccc2)c2ccccc2)(P(c2ccccc2)(c2ccccc2)c2ccccc2)P(c2ccccc2)(c2ccccc2)c2ccccc2)cc1. Yields the product N#CC1=CC=Cc2ccccc2N1. RXN SMILES: [C-:17]#[N:18].[C-:20]#[N:21].[NH:1]1[CH:2]=[CH:3][CH:4]=[CH:5][c:6]2[c:7]1[cH:8][cH:9][cH:10][cH:11]2.[O:12]=[CH:13][N:14]([CH3:15])[CH3:16].[Zn+2:19].[cH:22]1[cH:23][cH:24][c:25]([P:26]([Pd:27]([P:28]([c:29]2[cH:30][cH:31][cH:32][cH:33][cH:34]2)([c:35]2[cH:36][cH:37][cH:38][cH:39][cH:40]2)[c:41]2[cH:42][cH:43][cH:44][cH:45][cH:46]2)([P:47]([c:48]2[cH:49][cH:50][cH:51][cH:52][cH:53]2)([c:54]2[cH:55][cH:56][cH:57][cH:58][cH:59]2)[c:60]2[cH:61][cH:62][cH:63][cH:64][cH:65]2)[P:66]([c:67]2[cH:68][cH:69][cH:70][cH:71][cH:72]2)([c:73]2[cH:74][cH:75][cH:76][cH:77][cH:78]2)[c:79]2[cH:80][cH:81][cH:82][cH:83][cH:84]2)([c:85]2[cH:86][cH:87][cH:88][cH:89][cH:90]2)[c:91]2[cH:92][cH:93][cH:94][cH:95][cH:96]2)[cH:97][cH:98]1>>[NH:1]1[C:2]([C:13]#[N:14])=[CH:3][CH:4]=[CH:5][c:6]2[c:7]1[cH:8][cH:9][cH:10][cH:11]2. Reactants: solution, [AlH](CC(C)C)CC(C)C (iBu2AlH), FC=1C=CC=2C3=C(NC2C1)CC(NCC3)=O (8-fluoro-2,3,5,6-tetrahydroazepino[4,5-b]indol-4(1H)-one). Solvent: C(Cl)Cl (CH2Cl2), C1CCOC1 (THF), C1CCOC1 (THF). Run at time 5 minute. The product is FC=1C=CC=2C3=C(NC2C1)CCNCC3 (8-Fluoro-1,2,3,4,5,6-hexahydroazepino[4,5-b]indole). Reaction SMILES: [AlH](CC(C)C)CC(C)C.[F:10][C:11]1[CH:12]=[CH:13][C:14]2[C:15]3[CH2:24][CH2:23][NH:22][C:21](=O)[CH2:20][C:16]=3[NH:17][C:18]=2[CH:19]=1>C(Cl)Cl.C1COCC1>[F:10][C:11]1[CH:12]=[CH:13][C:14]2[C:15]3[CH2:24][CH2:23][NH:22][CH2:21][CH2:20][C:16]=3[NH:17][C:18]=2[CH:19]=1. Procedure details: To a flask containing THF (10 mL) at −78° C. under argon was added a 1 M solution of iBu2AlH in CH2Cl2 (16.3 mL). After 5 min, a solution of 8-fluoro-2,3,5,6-tetrahydroazepino[4,5-b]indol-4(1H)-one (0. 175 g, 0.80 mmol) in THF (16 mL) was added. The reaction mixture was allowed to warm to rt, stirred for 48 h, cooled to 0° C., then quenched with MeOH (4.5 mL). It was partitioned between CH2Cl2 and aqueous 1 M KO2CC(OH)C(OH)CO2Na. The CH2Cl2 extracts were washed with brine, dried, filtered, and c...